Dataset: the Open Reaction Database (ORD), a public repository of structured organic reaction records. Task: describe an organic reaction: reactants, conditions, products, and yield Reactants: C1(=CC=CC=C1)C=1C(=NN(C1)C1=CC=C(C=C1)C)CC(=O)Cl ([4-phenyl-1-(4-tolyl)-3-pyrazolyl]-acetyl chloride), C(C)O (ethanol), N1=CC=CC=C1 (pyridine). Run in C1=CC=CC=C1 (benzene), C1=CC=CC=C1 (benzene). Conditions: time 16 hour. Yields the product C(C)OC(CC1=NN(C=C1C1=CC=CC=C1)C1=CC=C(C=C1)C)=O ([4-phenyl-1-(4-tolyl)-3-pyrazolyl]-acetic acid ethyl ester). RXN SMILES: [C:1]1([C:7]2[C:8]([CH2:19][C:20](Cl)=[O:21])=[N:9][N:10]([C:12]3[CH:17]=[CH:16][C:15]([CH3:18])=[CH:14][CH:13]=3)[CH:11]=2)[CH:6]=[CH:5][CH:4]=[CH:3][CH:2]=1.[CH2:23]([OH:25])[CH3:24].N1C=CC=CC=1>C1C=CC=CC=1>[CH2:23]([O:25][C:20](=[O:21])[CH2:19][C:8]1[C:7]([C:1]2[CH:6]=[CH:5][CH:4]=[CH:3][CH:2]=2)=[CH:11][N:10]([C:12]2[CH:17]=[CH:16][C:15]([CH3:18])=[CH:14][CH:13]=2)[N:9]=1)[CH3:24]. Procedure details: 2.2 g. of [4-phenyl-1-(4-tolyl)-3-pyrazolyl]-acetyl chloride crude product are reacted with 5 ml. of absolute benzene and 5 ml. of absolute ethanol. 0.2 ml. of pyridine are added dropwise to this mixture, which is allowed to stand at room temperature for 16 hours, and then diluted with 20 ml. of benzene. The reaction mixture then is washed in turn with water, diluted hydrochloric acid and water; dried and concentrated in vacuum. The residue is recrystallized from acetone/hexane. 1.7 g. of [4-phe... Reactants: c1(c(ncc(n1)Br)N)O[C@@H](c1c(ccc(c1Cl)F)C(=O)N(C)Cc1cc(nn1C1CCN(CC1)C)C)C. Reagents/catalysts: c1ccc(cc1)-c2c3ccccc3cc4ccccc24 (9-Phenylanthracene), CC(C)(C)C(=O)[O-].[Cs+] (CsOPiv), [Pd].C(P(C(C)(C)C)C(C)(C)C)(C)(C)C.C(P(C(C)(C)C)C(C)(C)C)(C)(C)C (Pd(P(tBu)3)2). The solvent is CC(=O)N(C)C (DMAc). Conditions: temperature 110 celsius, time 18 hour. The product is C[C@H]1Oc2nc(cnc2N)c3c(C)nn(C4CCN(C)CC4)c3CN(C)C(=O)c5ccc(F)c(Cl)c15. RXN SMILES: [CH3:1][C@H:2]([c:11]1[c:18]([C:19]([N:21]([CH2:23][c:24]2[n:29]([CH:30]3[CH2:36][CH2:35][N:33]([CH3:34])[CH2:32][CH2:31]3)[n:28][c:26]([CH3:27])[cH:25]2)[CH3:22])=[O:20])[cH:17][cH:16][c:14]([F:15])[c:12]1[Cl:13])[O:3][c:4]4[c:9]([NH2:10])[n:8][cH:7][c:6](Br)[n:5]4>>[CH3:1][C@@H:2]1[c:11]([c:18]2[C:19](=[O:20])[N:21]([CH3:22])[CH2:23][c:24]([c:25]3[c:6]4[n:5][c:4]([c:9]([NH2:10])[n:8][cH:7]4)[O:3]1)[n:29]([CH:30]5[CH2:36][CH2:35][N:33]([CH3:34])[CH2:32][CH2:31]5)[n:28][c:26]3[CH3:27])[c:12]([Cl:13])[c:14]([F:15])[cH:16][cH:17]2. Reactants: CC(C)(CC(=O)C(=O)Nc1ccc2c(c1Br)COC2=O)c1ccccc1, O=C([O-])[O-], CCCC[N+](CCCC)(CCCC)CCCC, CN(C)C=O, [Cs+], [Cs+], [F-], C[Si](C)(C)C(F)(F)F, C1CCOC1, O. The product is CC(C)(CC(O)(C(=O)Nc1ccc2c(c1Br)COC2=O)C(F)(F)F)c1ccccc1. As a reaction SMILES: [Br:1][c:2]1[c:3]2[c:8]([cH:9][cH:10][c:11]1[NH:12][C:13]([C:14]([CH2:15][C:16]([CH3:17])([c:18]1[cH:19][cH:20][cH:21][cH:22][cH:23]1)[CH3:24])=[O:25])=[O:26])[C:6](=[O:7])[O:5][CH2:4]2.[C:35](=[O:36])([O-:37])[O-:38].[CH3:42][CH2:43][CH2:44][CH2:45][N+:46]([CH2:47][CH2:48][CH2:49][CH3:50])([CH2:51][CH2:52][CH2:53][CH3:54])[CH2:55][CH2:56][CH2:57][CH3:58].[CH3:59][N:60]([CH3:61])[CH:62]=[O:63].[Cs+:39].[Cs+:40].[F-:41].[F:27][C:28]([F:29])([F:30])[Si:31]([CH3:32])([CH3:33])[CH3:34].[O:64]1[CH2:65][CH2:66][CH2:67][CH2:68]1.[OH2:69]>>[Br:1][c:2]1[c:3]2[c:8]([cH:9][cH:10][c:11]1[NH:12][C:13]([C:14]([CH2:15][C:16]([CH3:17])([c:18]1[cH:19][cH:20][cH:21][cH:22][cH:23]1)[CH3:24])([OH:25])[C:28]([F:27])([F:29])[F:30])=[O:26])[C:6](=[O:7])[O:5][CH2:4]2. Reactants: OC1=CC=C(C(=O)NN)C=C1 (4-hydroxybenzhydrazide), C(C1=CC=C(C=C1)OC)=O (p-anisaldehyde). Reagents/catalysts: C(C)(=O)O (acetic acid). Run in CCO (EtOH). Yields the product COC1=CC=C(C=NNC(C2=CC=C(C=C2)O)=O)C=C1 (4-Hydroxy-benzoic acid (4-methoxy-benzylidene)-hydrazide). Yield: 94.3%. Reaction SMILES: [OH:1][C:2]1[CH:11]=[CH:10][C:5]([C:6]([NH:8][NH2:9])=[O:7])=[CH:4][CH:3]=1.[CH:12](=O)[C:13]1[CH:18]=[CH:17][C:16]([O:19][CH3:20])=[CH:15][CH:14]=1>C(O)(=O)C.CCO>[CH3:20][O:19][C:16]1[CH:17]=[CH:18][C:13]([CH:12]=[N:9][NH:8][C:6](=[O:7])[C:5]2[CH:10]=[CH:11][C:2]([OH:1])=[CH:3][CH:4]=2)=[CH:14][CH:15]=1. Procedure: To a solution of 4-hydroxybenzhydrazide (0.3 g, 0.002 mol) and p-anisaldehyde (0.27 g, 0.002 mol) in abs. EtOH (10 mL) was added 1 drop of acetic acid. The reaction mixture was refluxed for 4 hours. The reaction mixture was cooling to room temperature and concentrated to remove solvent. The resulting residue was solidified by EtOAc to give white solid 0.51 g, in 93% yield, mp: 209.0° C. 1H NMR (CD3OD) δ 8.23 (s, 1H), 7.82 (d, 2H), 7.76 (d, 2H), 6.97 (d, 2H), 6.87 (d, 2H), 3.82 (s, 3H). 13C NMR (... Reactants: [BH4-], O=Cc1c(Cl)cncc1Br, C1CCOC1, ClCCl, [Na+], O. The product is OCc1c(Cl)cncc1Br. Reaction SMILES: [BH4-:11].[Br:1][c:2]1[cH:3][n:4][cH:5][c:6]([Cl:10])[c:7]1[CH:8]=[O:9].[CH2:13]1[O:14][CH2:15][CH2:16][CH2:17]1.[Cl:19][CH2:20][Cl:21].[Na+:12].[OH2:18]>>[Br:1][c:2]1[cH:3][n:4][cH:5][c:6]([Cl:10])[c:7]1[CH2:8][OH:9]. The reactants are N1=CC=C(C=C1)CC(=O)C1=CC=C(C=C1)OCC1=NC2=CC=CC=C2C=C1 (2-pyridin-4-yl-1-[4-(quinolin-2-ylmethoxy)-phenyl]-ethanone), FC1=C(C(=O)N(C)OC)C=CC(=C1F)OCC1=NC2=CC=CC=C2C=C1 (2,3-Difluoro-N-methoxy-N-methyl-4-(quinolin-2-ylmethoxy)-benzamide). Yields the product FC1=C(C=CC(=C1F)OCC1=NC2=CC=CC=C2C=C1)C(CC1=CC=NC=C1)=O (1-[2,3-Difluoro-4-(quinolin-2-ylmethoxy)-phenyl]-2-pyridin-4-yl-ethanone). Reaction SMILES: [N:1]1[CH:6]=[CH:5][C:4]([CH2:7]C(C2C=CC(OCC3C=CC4C(=CC=CC=4)N=3)=CC=2)=O)=[CH:3][CH:2]=1.[F:28][C:29]1[C:40]([F:41])=[C:39]([O:42][CH2:43][C:44]2[CH:53]=[CH:52][C:51]3[C:46](=[CH:47][CH:48]=[CH:49][CH:50]=3)[N:45]=2)[CH:38]=[CH:37][C:30]=1[C:31](N(OC)C)=[O:32]>>[F:28][C:29]1[C:40]([F:41])=[C:39]([O:42][CH2:43][C:44]2[CH:53]=[CH:52][C:51]3[C:46](=[CH:47][CH:48]=[CH:49][CH:50]=3)[N:45]=2)[CH:38]=[CH:37][C:30]=1[C:31](=[O:32])[CH2:7][C:4]1[CH:5]=[CH:6][N:1]=[CH:2][CH:3]=1. Procedure: Following the procedure for the preparation of 2-pyridin-4-yl-1-[4-(quinolin-2-ylmethoxy)-phenyl]-ethanone but substituting 2,3-Difluoro-N-methoxy-N-methyl-4-(quinolin-2-ylmethoxy)-benzamide provided the title compound. MS: (M+H m/z=391.1). The reactants are O=C1NC2=CC[C@H]3[C@@H]4CC[C@@H]([C@@]4(C)CC[C@@H]3[C@]2(CC1)C)C(=O)O (3-oxo-4-azaandrost-5-ene-17β-carboxylic acid), CC(C)(C1=CC=CC=C1)N (1-methyl-1-phenylethylamine). The product is CC(C)(C1=CC=CC=C1)NC(=O)[C@@H]1[C@]2(C)[C@@H](CC1)[C@@H]1CC=C3NC(CC[C@]3(C)[C@H]1CC2)=O (N-(1-Methyl-1-phenylethyl)-3-oxo-4-azaandrost-5-ene-17β-carboxamide). Yield: 68.0%. RXN SMILES: [O:1]=[C:2]1[CH2:19][CH2:18][C@@:17]2([CH3:20])[C:4](=[CH:5][CH2:6][C@@H:7]3[C@@H:16]2[CH2:15][CH2:14][C@@:12]2([CH3:13])[C@H:8]3[CH2:9][CH2:10][C@@H:11]2[C:21](O)=[O:22])[NH:3]1.[CH3:24][C:25]([NH2:33])([C:27]1[CH:32]=[CH:31][CH:30]=[CH:29][CH:28]=1)[CH3:26]>>[CH3:24][C:25]([NH:33][C:21]([C@H:11]1[CH2:10][CH2:9][C@H:8]2[C@H:7]3[C@H:16]([CH2:15][CH2:14][C@:12]12[CH3:13])[C@:17]1([CH3:20])[C:4]([NH:3][C:2](=[O:1])[CH2:19][CH2:18]1)=[CH:5][CH2:6]3)=[O:22])([C:27]1[CH:32]=[CH:31][CH:30]=[CH:29][CH:28]=1)[CH3:26]. Procedure details: The title compound was prepared in a yield of 68% in a similar manner to that described in Example 37 by reacting 3-oxo-4-azaandrost-5-ene-17β-carboxylic acid and 1-methyl-1-phenylethylamine. Yield: 13.2%. The solvent is C1CCOC1 (THF). RXN SMILES: C([O:8][C:9]1[CH:10]=[C:11]([CH:44]=[CH:45][C:46]=1[O:47]CC1C=CC=CC=1)[CH2:12][NH:13][C:14](=[O:43])[CH2:15][CH2:16][C:17]([NH:19][CH2:20][C:21]1[CH:26]=[CH:25][C:24]([O:27]CC2C=CC=CC=2)=[C:23]([O:35]CC2C=CC=CC=2)[CH:22]=1)=[O:18])C1C=CC=CC=1.[H][H]>C1COCC1.[Pd]>[OH:8][C:9]1[CH:10]=[C:11]([CH:44]=[CH:45][C:46]=1[OH:47])[CH2:12][NH:13][C:14](=[O:43])[CH2:15][CH2:16][C:17]([NH:19][CH2:20][C:21]1[CH:26]=[CH:25][C:24]([OH:27])=[C:23]([OH:35])[CH:22]=1)=[O:18]. Yields the product OC=1C=C(CNC(CCC(=O)NCC2=CC(=C(C=C2)O)O)=O)C=CC1O (Succinic acid bis(3,4-dihydroxybenzylamide)). Procedure: Succinic acid bis(3,4-dibenzyloxybenzylamide) (300 mg, 0.42 mmol) was dissolved in THF (50 ml) in a pressure bottle and warmed to 35 C to ensure dissolution of the solid. Palladium on carbon (50 mg 10% Pd/C) was added, and the vessel was pressurized with hydrogen (to 3 atm). The reaction was agitated for 1 hour at room temperature, whereupon TLC revealed reaction had gone to completion. The catalyst was removed by filtration, and the solvent removed under reduced pressure to afford DC-0067 as a ... Reagents/catalysts: [Pd] (Palladium on carbon). Reactants: C(C1=CC=CC=C1)OC=1C=C(CNC(CCC(=O)NCC2=CC(=C(C=C2)OCC2=CC=CC=C2)OCC2=CC=CC=C2)=O)C=CC1OCC1=CC=CC=C1 (Succinic acid bis(3,4-dibenzyloxybenzylamide)), [H][H] (hydrogen). Conditions: time 1 hour. Reactants: Cl.CC1=C(C=C(C(=O)NC2=CC(=CC(=C2)C(F)(F)F)N2C=NC(=C2)C)C=C1)NC1=NC=CC(=N1)C=1C=NC=CC1 (4-methyl-N-[3-(4-methyl-imidazol-1-yl)-5-trifluoromethyl-phenyl]-3-(4-pyridin-3-yl-pyrimidin-2-ylamino)-benzamide hydrochloride), O (water). Solvent: CO (methanol). Run at temperature 65 celsius, time 45 minute. The product is hydrochloride salt, CC1=C(C=C(C(=O)NC2=CC(=CC(=C2)C(F)(F)F)N2C=NC(=C2)C)C=C1)NC1=NC=CC(=N1)C=1C=NC=CC1 (4-methyl-N-[3-(4-methyl-imidazol-1-yl)-5-trifluoromethyl-phenyl]-3-(4-pyridin-3-yl-pyrimidin-2-ylamino)-benzamide). Reaction SMILES: Cl.[CH3:2][C:3]1[CH:27]=[CH:26][C:6]([C:7]([NH:9][C:10]2[CH:15]=[C:14]([C:16]([F:19])([F:18])[F:17])[CH:13]=[C:12]([N:20]3[CH:24]=[C:23]([CH3:25])[N:22]=[CH:21]3)[CH:11]=2)=[O:8])=[CH:5][C:4]=1[NH:28][C:29]1[N:34]=[C:33]([C:35]2[CH:36]=[N:37][CH:38]=[CH:39][CH:40]=2)[CH:32]=[CH:31][N:30]=1.O>CO>[CH3:2][C:3]1[CH:27]=[CH:26][C:6]([C:7]([NH:9][C:10]2[CH:15]=[C:14]([C:16]([F:17])([F:18])[F:19])[CH:13]=[C:12]([N:20]3[CH:24]=[C:23]([CH3:25])[N:22]=[CH:21]3)[CH:11]=2)=[O:8])=[CH:5][C:4]=1[NH:28][C:29]1[N:34]=[C:33]([C:35]2[CH:36]=[N:37][CH:38]=[CH:39][CH:40]=2)[CH:32]=[CH:31][N:30]=1 |f:0.1|. Reported procedure: 12 g 4-methyl-N-[3-(4-methyl-imidazol-1-yl)-5-trifluoromethyl-phenyl]-3-(4-pyridin-3-yl-pyrimidin-2-ylamino)-benzamide hydrochloride is dissolved in 192 mL of methanol and 21 ml of water at 52° C. The solution is heated to 64-66° C. in 10 minutes and let stand for 45 minutes. The solution is then cooled down in 3 hours at 0° C. The solution spontaneously crystallized before 0° C.; therefore, the cooling ramp was stopped at 20° C. and let stand with stirring for 2 days. The suspension is cooled d... The reactants are B(Br)(Br)Br (boron tribromide), OC(C)C1=CC2=C(\C(\C3=C(CC2)C=CC=C3)=C\C#N)C=C1 ((E)-[2-(1-Hydroxyethyl)-10,11-dihydro-5H-dibenzo[a,d]cyclohepten-5-ylidene]acetonitrile), C(CC)C=1NC2=C(N1)C=CC=C2C (2-propyl-4-methylbenzimidazole), C([O-])([O-])=O.[K+].[K+] (potassium carbonate). Run in O (Water), ClCCl (dichloromethane), O (Water). Run at time 20 minute. Product: C(CC)C1=NC2=C(N1C(C)C1=CC3=C(\C(\C4=C(CC3)C=CC=C4)=C\C#N)C=C1)C=CC=C2C ((E)-{2-[1-(2-propyl-4-methylbenzimidazol-1-yl)ethyl]-10,11-dihydro-5H-dibenzo[a,d]cyclohepten-5-ylidene}acetonitrile). Yield: 44.4%. As a reaction SMILES: O[CH:2]([C:4]1[CH:21]=[CH:20][C:7]2/[C:8](=[CH:17]/[C:18]#[N:19])/[C:9]3[CH:16]=[CH:15][CH:14]=[CH:13][C:10]=3[CH2:11][CH2:12][C:6]=2[CH:5]=1)[CH3:3].B(Br)(Br)Br.[CH2:26]([C:29]1[NH:30][C:31]2[C:37]([CH3:38])=[CH:36][CH:35]=[CH:34][C:32]=2[N:33]=1)[CH2:27][CH3:28].C(=O)([O-])[O-].[K+].[K+]>ClCCl.O>[CH2:26]([C:29]1[N:33]([CH:2]([C:4]2[CH:21]=[CH:20][C:7]3/[C:8](=[CH:17]/[C:18]#[N:19])/[C:9]4[CH:16]=[CH:15][CH:14]=[CH:13][C:10]=4[CH2:11][CH2:12][C:6]=3[CH:5]=2)[CH3:3])[C:32]2[CH:34]=[CH:35][CH:36]=[C:37]([CH3:38])[C:31]=2[N:30]=1)[CH2:27][CH3:28] |f:3.4.5|. Procedure details: [step 1] (E)-[2-(1-Hydroxyethyl)-10,11-dihydro-5H-dibenzo[a,d]cyclohepten-5-ylidene]acetonitrile (67 mg, 0.24 mmol) obtained in Example 83, step 2 was dissolved in dichloromethane (1 mL), boron tribromide (1.0 mol/L dichloromethane solution; 0.73 mL, 0.73 mmol) was added at 0° C., and the mixture was stirred for 20 min. Water was added to the mixture, and the mixture was extracted with ethyl acetate. The organic layer was washed with brine, dried over anhydrous magnesium sulfate, and concentrate...